Dataset: the Open Reaction Database (ORD), a public repository of structured organic reaction records. Task: describe an organic reaction: reactants, conditions, products, and yield Reactants: C(C)(S)S (Ethanedithiol), ClC(C(=O)OCC)C(=O)C (ethyl alpha-chloroacetoacetate), C1(=CC=C(C=C1)S(=O)(=O)O)C (p-toluenesulfonic acid). The solvent is C1=CC=CC=C1 (benzene). Yields the product CC1=C(SCCS1)C(=O)O (5,6-dihydro-3-methyl-1,4-dithiin-2-carboxylic acid). As a reaction SMILES: [CH:1]([SH:4])(S)[CH3:2].Cl[CH:6]([C:12]([CH3:14])=O)[C:7]([O:9]CC)=[O:8].C1(C)C=CC([S:21](O)(=O)=O)=CC=1>C1C=CC=CC=1>[CH3:14][C:12]1[S:4][CH2:1][CH2:2][S:21][C:6]=1[C:7]([OH:9])=[O:8]. Procedure details: Ethanedithiol (94 g) and ethyl alpha-chloroacetoacetate (164.5 g) were dissolved in benzene (500 g), a trace of p-toluenesulfonic acid added, and the whole solution refluxed under a Dean-Stark trap for one hour, when 16 cc of water had collected. The solution was cooled, washed with ice-cold dilute caustic soda and the benzene removed in vacuo. Ethanolic caustic soda (80 g in the minimum amount of ethanol) was added and the solution refluxed for 30 minutes, then cooled, diluted with water (one v... The reactants are ON=C(C(=O)OCC)C(C)=O (Ethyl 2-hydroxyimino-3-oxobutyrate), C([O-])([O-])=O.[K+].[K+] (potassium carbonate), C1(CCCCC1)Br (cyclohexyl bromide). The solvent is CN(C=O)C (N,N-dimethylformamide). Product: C1(CCCCC1)ON=C(C(=O)OCC)C(C)=O (ethyl 2-cyclohexyloxyimino-3-oxobutyrate). The yield is 91.9%. Reaction SMILES: [OH:1][N:2]=[C:3]([C:9](=[O:11])[CH3:10])[C:4]([O:6][CH2:7][CH3:8])=[O:5].C(=O)([O-])[O-].[K+].[K+].[CH:18]1(Br)[CH2:23][CH2:22][CH2:21][CH2:20][CH2:19]1>CN(C)C=O>[CH:18]1([O:1][N:2]=[C:3]([C:9](=[O:11])[CH3:10])[C:4]([O:6][CH2:7][CH3:8])=[O:5])[CH2:23][CH2:22][CH2:21][CH2:20][CH2:19]1 |f:1.2.3|. Reported procedure: Ethyl 2-hydroxyimino-3-oxobutyrate (syn isomer, 30 g.), N,N-dimethylformamide (100 ml.), potassium carbonate (39.5 g.) and cyclohexyl bromide (31.1 g.) were treated in a similar manner to that of Example F-(1) to give ethyl 2-cyclohexyloxyimino-3-oxobutyrate (syn isomer, 41.8 g.), oil. Reactants: Cc1cnc(N2CCN(C(=O)c3ccc(N4C(=O)OCC4CO)cc3C#N)CC2)c(C)c1, CI. Yields the product COCC1COC(=O)N1c1ccc(C(=O)N2CCN(c3ncc(C)cc3C)CC2)c(C#N)c1. RXN SMILES: [C:1](#[N:2])[c:3]1[cH:4][c:5]([N:25]2[C:26](=[O:32])[O:27][CH2:28][CH:29]2[CH2:30][OH:31])[cH:6][cH:7][c:8]1[C:9](=[O:10])[N:11]1[CH2:12][CH2:13][N:14]([c:17]2[n:18][cH:19][c:20]([CH3:24])[cH:21][c:22]2[CH3:23])[CH2:15][CH2:16]1.[CH3:33][I:34]>>[C:1](#[N:2])[c:3]1[cH:4][c:5]([N:25]2[C:26](=[O:32])[O:27][CH2:28][CH:29]2[CH2:30][O:31][CH3:33])[cH:6][cH:7][c:8]1[C:9](=[O:10])[N:11]1[CH2:12][CH2:13][N:14]([c:17]2[n:18][cH:19][c:20]([CH3:24])[cH:21][c:22]2[CH3:23])[CH2:15][CH2:16]1.